Dataset: the Open Reaction Database (ORD), a public repository of structured organic reaction records. Task: describe an organic reaction: reactants, conditions, products, and yield Reactants: Cl (HCl), O (H2O), C(Cl)Cl (CH2Cl2), C(C)OC(=O)C=1C(=NC(=NC1)SC)C1=C(C=CC=C1)Br (4-(2-bromo-phenyl)-2-methylsulfanyl-pyrimidine-5-carboxylic acid ethyl ester). The solvent is C(C)O (ethanol). Reaction conditions: time 1 hour. Yields the product BrC1=C(C=CC=C1)C1=NC(=NC=C1C(=O)O)SC (4-(2-bromo-phenyl)-2-methylsulfanyl-pyrimidine-5-carboxylic acid). The yield is 98.2%. RXN SMILES: C([O:3][C:4]([C:6]1[C:7]([C:14]2[CH:19]=[CH:18][CH:17]=[CH:16][C:15]=2[Br:20])=[N:8][C:9]([S:12][CH3:13])=[N:10][CH:11]=1)=[O:5])C.O.C(Cl)Cl.Cl>C(O)C>[Br:20][C:15]1[CH:16]=[CH:17][CH:18]=[CH:19][C:14]=1[C:7]1[C:6]([C:4]([OH:5])=[O:3])=[CH:11][N:10]=[C:9]([S:12][CH3:13])[N:8]=1. Procedure details: To a solution of 5.10 g (14.4 mmol) 4-(2-bromo-phenyl)-2-methylsulfanyl-pyrimidine-5-carboxylic acid ethyl ester in 10 ml ethanol 10 ml 2N NaOH-solution were added. After stirring for 1 hr. 50 ml H2O and 50 ml CH2Cl2 were added to the yellow solution.The pH of the aqueous phase was adjusted to 1 with 25% HCl the phases separated and the aqueous phase extracted twice with 200 ml CH2Cl2. The combined organic layers were dried (MgSO4), filtrated and evaporated to give 4.60 g (98%) 4-(2-bromo-phenyl... Starting materials: C(C)(C)OC(C)C (diisopropyl ether), FC1=C(COC=2C=3N(C=CC2)C(=C(N3)C)C(=O)O)C(=CC=C1)F (8-[(2,6-difluorobenzyl)oxy]-2-methylimidazo[1,2-a]pyridine-3-carboxylic acid), FC(C(=O)O)(F)F.NC(CO)(C)C=1OC(=NN1)CC (2-amino-2-(5-ethyl-1,3,4-oxadiazol-2-yl)propan-1-ol trifluoroacetate), ON1N=NC2=C1C=CC=C2 (1-hydroxybenzotriazole), C(C)(C)N(CC)C(C)C (diisopropylethylamine), Cl.CN(CCCN=C=NCC)C (N-[3-(dimethylamino)propyl]-N′-ethylcarbodiimide hydrochloride). Run in C(C)(=O)OCC (ethyl acetate), CN(C)C=O (DMF), O (water). As a reaction SMILES: [F:1][C:2]1[CH:22]=[CH:21][CH:20]=[C:19]([F:23])[C:3]=1[CH2:4][O:5][C:6]1[C:7]2[N:8]([C:12]([C:16]([OH:18])=O)=[C:13]([CH3:15])[N:14]=2)[CH:9]=[CH:10][CH:11]=1.FC(F)(F)C(O)=O.[NH2:31][C:32]([C:36]1[O:37][C:38]([CH2:41][CH3:42])=[N:39][N:40]=1)([CH3:35])[CH2:33][OH:34].ON1C2C=CC=CC=2N=N1.C(N(C(C)C)CC)(C)C.Cl.CN(C)CCCN=C=NCC.C(OC(C)C)(C)C>C(OCC)(=O)C.O.CN(C=O)C>[F:1][C:2]1[CH:22]=[CH:21][CH:20]=[C:19]([F:23])[C:3]=1[CH2:4][O:5][C:6]1[C:7]2[N:8]([C:12]([C:16]([NH:31][C:32]([C:36]3[O:37][C:38]([CH2:41][CH3:42])=[N:39][N:40]=3)([CH3:35])[CH2:33][OH:34])=[O:18])=[C:13]([CH3:15])[N:14]=2)[CH:9]=[CH:10][CH:11]=1 |f:1.2,5.6|. Procedure details: To a mixture of 165 mg of 8-[(2,6-difluorobenzyl)oxy]-2-methylimidazo[1,2-a]pyridine-3-carboxylic acid, 160 mg of 2-amino-2-(5-ethyl-1,3,4-oxadiazol-2-yl)propan-1-ol trifluoroacetate, 90 mg of 1-hydroxybenzotriazole, 0.35 ml of diisopropylethylamine, and 4 ml of DMF was added 130 mg of N-[3-(dimethylamino)propyl]-N′-ethylcarbodiimide hydrochloride, followed by stirring at room temperature overnight. To the reaction mixture was added water, followed by extraction with ethyl acetate. The organic l... Yields the product FC1=C(COC=2C=3N(C=CC2)C(=C(N3)C)C(=O)NC(CO)(C)C=3OC(=NN3)CC)C(=CC=C1)F (8-[(2,6-difluorobenzyl)oxy]-N-[2-(5-ethyl-1,3,4-oxadiazol-2-yl)-1-hydroxypropan-2-yl]-2-methylimidazo[1,2-a]pyridine-3-carboxamide). Reaction conditions: time 8 hour. Isolated yield 24.1%.